From a dataset of the Open Reaction Database (ORD), a public repository of structured organic reaction records. describe an organic reaction: reactants, conditions, products, and yield The product is CCC(O)CNc1ccc(O)c([N+](=O)[O-])c1. The reactants are COCCOC, [Na+], [OH-], O, O=[N+]([O-])c1cc(NCCO)ccc1O, CCOS(=O)(=O)OCC. Reaction SMILES: [CH3:27][O:28][CH2:29][CH2:30][O:31][CH3:32].[Na+:26].[OH-:25].[OH2:15].[OH:1][CH2:2][CH2:3][NH:4][c:5]1[cH:6][c:7]([N+:12](=[O:13])[O-:14])[c:8]([OH:11])[cH:9][cH:10]1.[S:16]([O:17][CH2:18][CH3:19])([O:22][CH2:20][CH3:21])(=[O:23])=[O:24]>>[OH:1][CH:2]([CH2:3][NH:4][c:5]1[cH:6][c:7]([N+:12](=[O:13])[O-:14])[c:8]([OH:11])[cH:9][cH:10]1)[CH2:20][CH3:21]. Starting materials: FC(C(=O)N1CCC2=C(C(C1)C)C=C(C=C2)Cl)(F)F (N-trifluoroacetyl-8-chloro-1-methyl-2,3,4,5-tetrahydro-1H-3-benzazepine), [B-](F)(F)(F)F.[B-](F)(F)(F)F.C1C[N+]2(CC[N+]1(CC2)CCl)F (Selectfluor), FC(S(=O)(=O)O)(F)F (trifluoromethanesulfonic acid), O (water). Run in ClCCCl (1,2-dichloroethane). Conditions: temperature 75 celsius, time 60 hour. Product: FC(C(=O)N1CCC2=C(C(C1)C)C(=C(C=C2)Cl)F)(F)F (N-Trifluoroacetyl-8-chloro-9-fluoro-1-methyl-2,3,4,5-tetrahydro-1H-3-benzazepine). The yield is 22.8%. Reaction SMILES: [F:1][C:2]([F:19])([F:18])[C:3]([N:5]1[CH2:11][CH:10]([CH3:12])[C:9]2[CH:13]=[C:14]([Cl:17])[CH:15]=[CH:16][C:8]=2[CH2:7][CH2:6]1)=[O:4].[B-](F)(F)(F)[F:21].[B-](F)(F)(F)F.C1[N+]2(CCl)CC[N+](F)(CC2)C1.FC(F)(F)S(O)(=O)=O.O>ClCCCl>[F:19][C:2]([F:18])([F:1])[C:3]([N:5]1[CH2:11][CH:10]([CH3:12])[C:9]2[C:13]([F:21])=[C:14]([Cl:17])[CH:15]=[CH:16][C:8]=2[CH2:7][CH2:6]1)=[O:4] |f:1.2.3|. Procedure: A solution of N-trifluoroacetyl-8-chloro-1-methyl-2,3,4,5-tetrahydro-1H-3-benzazepine (2.5 g, 8.5 mmol) in 1,2-dichloroethane (15 mL) was treated with Selectfluor (3.9 g, 11 mmol), trifluoromethanesulfonic acid (8 mL, 90 mmol) and stirred 60 hours at 75° C. The product mixture was poured into water (200 mL), extracted with EtOAc (200 mL), the organic phase washed with saturated aqueous NaHCO3 (2×100 mL), brine (100 mL), dried with Na2SO4 and concentrated. The crude product was purified by flash ... The reactants are CO, COc1ccc(C=C(C)[N+](=O)[O-])cc1OC, O, [Pd], O=S(=O)(O)O. The product is COc1ccc(CC(C)=O)cc1OC. RXN SMILES: [CH3:17][OH:18].[CH3:1][O:2][c:3]1[cH:4][c:5]([CH:11]=[C:12]([CH3:13])[N+:14]([O-:15])=[O:16])[cH:6][cH:7][c:8]1[O:9][CH3:10].[OH2:25].[Pd:24].[S:19]([OH:20])(=[O:21])(=[O:22])[OH:23]>>[CH3:1][O:2][c:3]1[cH:4][c:5]([CH2:11][C:12]([CH3:13])=[O:20])[cH:6][cH:7][c:8]1[O:9][CH3:10]. Starting materials: C(CCC)[Sn](C=1C=C(C=CC1)C1=CC=C(O1)C=O)(CCCC)CCCC (5-(3-(Tributylstannyl)phenyl)furan-2-carbaldehyde), N1C=NC(=C1)CCN1C(NCC1=O)=S (3-(2-(1H-imidazol-4-yl)ethyl)-2-thioxoimidazolidin-4-one), N1CCCCC1 (piperidine). The solvent is ClCCl (dichloromethane). Reaction conditions: temperature 25 celsius, time 8 hour. Yields the product N1C=NC(=C1)CCN1C(N\C(\C1=O)=C/C=1OC(=CC1)C1=CC(=CC=C1)[Sn](CCCC)(CCCC)CCCC)=S ((Z)-3-(2-(1H-imidazol-4-yl)ethyl)-2-thioxo-5-((5-(3-(tributylstannyl)phenyl)furan-2-yl)methylene)imidazolidin-4-one). Isolated yield 45.9%. Reaction SMILES: [CH2:1]([Sn:5]([CH2:23][CH2:24][CH2:25][CH3:26])([CH2:19][CH2:20][CH2:21][CH3:22])[C:6]1[CH:7]=[C:8]([C:12]2[O:16][C:15]([CH:17]=O)=[CH:14][CH:13]=2)[CH:9]=[CH:10][CH:11]=1)[CH2:2][CH2:3][CH3:4].[NH:27]1[CH:31]=[C:30]([CH2:32][CH2:33][N:34]2[C:38](=[O:39])[CH2:37][NH:36][C:35]2=[S:40])[N:29]=[CH:28]1.N1CCCCC1>ClCCl>[NH:27]1[CH:31]=[C:30]([CH2:32][CH2:33][N:34]2[C:38](=[O:39])/[C:37](=[CH:17]/[C:15]3[O:16][C:12]([C:8]4[CH:9]=[CH:10][CH:11]=[C:6]([Sn:5]([CH2:1][CH2:2][CH2:3][CH3:4])([CH2:23][CH2:24][CH2:25][CH3:26])[CH2:19][CH2:20][CH2:21][CH3:22])[CH:7]=4)=[CH:13][CH:14]=3)/[NH:36][C:35]2=[S:40])[N:29]=[CH:28]1. Procedure: 5-(3-(Tributylstannyl)phenyl)furan-2-carbaldehyde (65 mg, 0.14 mmol) synthesized by the same method as in Example 4 and 3-(2-(1H-imidazol-4-yl)ethyl)-2-thioxoimidazolidin-4-one (32 mg, 0.15 mmol) synthesized by the same method as in Example 3 were dissolved in dichloromethane (7 mL), piperidine (20 μL) was added thereto, and the mixture was stirred at room temperature (25° C.) overnight. After the reaction was completed the solvent was removed by evaporation under reduced pressure, and the resid...